From a dataset of the Open Reaction Database (ORD), a public repository of structured organic reaction records. describe an organic reaction: reactants, conditions, products, and yield Starting materials: [N+](=O)([O-])C=1C=CC(=C(C#N)C1)N1CCOCC1 (5-nitro-2-morpholinobenzonitrile), [Cl-].[NH4+] (Ammonium chloride), O (water). The reagents and catalysts are [Fe] (iron). Run in C(C)O (ethanol). Reaction conditions: temperature 65 celsius, time 30 minute. Yields the product NC=1C=CC(=C(C#N)C1)N1CCOCC1 (5-Amino-2-morpholinobenzonitrile). Yield: 75.1%. Reaction SMILES: [Cl-].[NH4+].O.[N+:4]([C:7]1[CH:8]=[CH:9][C:10]([N:15]2[CH2:20][CH2:19][O:18][CH2:17][CH2:16]2)=[C:11]([CH:14]=1)[C:12]#[N:13])([O-])=O>[Fe].C(O)C>[NH2:4][C:7]1[CH:8]=[CH:9][C:10]([N:15]2[CH2:16][CH2:17][O:18][CH2:19][CH2:20]2)=[C:11]([CH:14]=1)[C:12]#[N:13] |f:0.1|. Procedure details: Ammonium chloride (2 g) and iron powder (18.9 g) were added to a mixed solvent of water (65 ml) and ethanol (197 ml), and the mixture was heated to 65° C. Then, 5-nitro-2-morpholinobenzonitrile (19.7 g) was added in parts over 20 min and the mixture was stirred at a refluxing temperature for 30 min. The reaction mixture was ice-cooled and filtrated. The solvent was evaporated under reduced pressure. To the residue was added aqueous sodium hydroxide solution and the mixture was extracted with tol... The reactants are C(C)C1=CC=C(C=C1)C(F)(F)F (1-ethyl-4-(trifluoromethyl)benzene), S(O)(O)(=O)=O (Sulfuric acid), I(=O)(=O)(=O)[O-].[Na+] (sodium periodate), II (iodine), S(=O)(=O)([O-])S(=O)[O-].[Na+].[Na+] (sodium metabisulfite). Solvent: C(C)(=O)O (acetic acid). Reaction conditions: time 24 hour. Product: IC1=C(C=CC(=C1)C(F)(F)F)CC (2-Iodo-1-ethyl-4-(trifluoromethyl)benzene). RXN SMILES: S(=O)(=O)(O)O.I([O-])(=O)(=O)=O.[Na+].[I:12]I.[CH2:14]([C:16]1[CH:21]=[CH:20][C:19]([C:22]([F:25])([F:24])[F:23])=[CH:18][CH:17]=1)[CH3:15].S(S([O-])=O)([O-])(=O)=O.[Na+].[Na+]>C(O)(=O)C>[I:12][C:17]1[CH:18]=[C:19]([C:22]([F:23])([F:24])[F:25])[CH:20]=[CH:21][C:16]=1[CH2:14][CH3:15] |f:1.2,5.6.7|. Procedure details: Sulfuric acid (96%, 1.9 mL) was added drop wise to a solution of sodium periodate (3.73 g, 17.4 mmol) and iodine (2.95 g, 11.6 mmol) in a mixture acetic acid (8.45 mL) acetic anhydride (4.23 mL) at 0° C., followed by the drop wise addition of 1-ethyl-4-(trifluoromethyl)benzene (2.0 g, 11.6 mmol). The reaction mixture was let warming up to room temperature while stirring for a period of 24 h. A solution of sodium metabisulfite (10%) was added to quench the remaining iodine and successively, sodiu... The reactants are O=[N+]([O-])c1ccc(OC2CCCN(Cc3ccccc3)C2)cc1CS(=O)(=O)c1cccc2ccccc12, C1CCOC1, CO. The product is Nc1ccc(OC2CCCN(Cc3ccccc3)C2)cc1CS(=O)(=O)c1cccc2ccccc12. Reaction SMILES: [CH2:1]([c:2]1[cH:3][cH:4][cH:5][cH:6][cH:7]1)[N:8]1[CH2:9][CH:10]([O:14][c:15]2[cH:16][c:17]([CH2:24][S:25](=[O:26])(=[O:27])[c:28]3[cH:29][cH:30][cH:31][c:32]4[cH:33][cH:34][cH:35][cH:36][c:37]34)[c:18]([N+:21]([O-:22])=[O:23])[cH:19][cH:20]2)[CH2:11][CH2:12][CH2:13]1.[CH2:38]1[O:39][CH2:40][CH2:41][CH2:42]1.[CH3:43][OH:44]>>[CH2:1]([c:2]1[cH:3][cH:4][cH:5][cH:6][cH:7]1)[N:8]1[CH2:9][CH:10]([O:14][c:15]2[cH:16][c:17]([CH2:24][S:25](=[O:26])(=[O:27])[c:28]3[cH:29][cH:30][cH:31][c:32]4[cH:33][cH:34][cH:35][cH:36][c:37]34)[c:18]([NH2:21])[cH:19][cH:20]2)[CH2:11][CH2:12][CH2:13]1. Reactants: BrCC(=O)NC1=CC(=CC=C1)N(C)C (2-bromo-N-(3-dimethylamino-phenyl)-acetamide), N1C=NC2=C1C=CC=C2 (1H-benzoimidazole). The product is N1(C=NC2=C1C=CC=C2)CC(=O)NC2=CC(=CC=C2)N(C)C (2-(1H-Benzimidazol-1-yl)-N-[3-(dimethylamino)phenyl]acetamide). RXN SMILES: Br[CH2:2][C:3]([NH:5][C:6]1[CH:11]=[CH:10][CH:9]=[C:8]([N:12]([CH3:14])[CH3:13])[CH:7]=1)=[O:4].[NH:15]1[C:19]2[CH:20]=[CH:21][CH:22]=[CH:23][C:18]=2[N:17]=[CH:16]1>>[N:15]1([CH2:2][C:3]([NH:5][C:6]2[CH:11]=[CH:10][CH:9]=[C:8]([N:12]([CH3:14])[CH3:13])[CH:7]=2)=[O:4])[C:19]2[CH:20]=[CH:21][CH:22]=[CH:23][C:18]=2[N:17]=[CH:16]1. Procedure: Part B: The title compound was synthesised according to the procedure described in Example 94, from 2-bromo-N-(3-dimethylamino-phenyl)-acetamide and 1H-benzoimidazole. Calculated for C17H18N4O m/z: 294.3, found 295.3 [M+H]+. The reactants are ClC1=C(C(=O)O)C=CC(=C1)Cl (2,4-dichlorobenzoic acid), ClC1CCN(CC1)C(CN)C=1C=NC(=NC1)C (2-(4-chloropiperidin-1-yl)-2-(2-methylpyrimidin-5-yl)ethanamine). Product: ClC1=C(C(=O)NCC(C=2C=NC(=NC2)C)N2CCC(CC2)Cl)C=CC(=C1)Cl (2,4-dichloro-N-(2-(4-chloropiperidin-1-yl)-2-(2-methylpyrimidin-5-yl)ethyl)benzamide). RXN SMILES: [Cl:1][C:2]1[CH:10]=[C:9]([Cl:11])[CH:8]=[CH:7][C:3]=1[C:4]([OH:6])=O.[Cl:12][CH:13]1[CH2:18][CH2:17][N:16]([CH:19]([C:22]2[CH:23]=[N:24][C:25]([CH3:28])=[N:26][CH:27]=2)[CH2:20][NH2:21])[CH2:15][CH2:14]1>>[Cl:1][C:2]1[CH:10]=[C:9]([Cl:11])[CH:8]=[CH:7][C:3]=1[C:4]([NH:21][CH2:20][CH:19]([N:16]1[CH2:15][CH2:14][CH:13]([Cl:12])[CH2:18][CH2:17]1)[C:22]1[CH:23]=[N:24][C:25]([CH3:28])=[N:26][CH:27]=1)=[O:6]. Procedure details: From 2,4-dichlorobenzoic acid and 2-(4-chloropiperidin-1-yl)-2-(2-methylpyrimidin-5-yl)ethanamine.